Task: describe an organic reaction: reactants, conditions, products, and yield. Dataset: the Open Reaction Database (ORD), a public repository of structured organic reaction records Reactants: tetrakistriphenylphosphine palladium, FC1=C(C=CC=C1F)B(O)O (2,3-difluorophenylboronic acid), tripotassium phosphate n-hydrate, COCCOC (1,2-dimethoxyethane), ClC1=NC=NC(=C1)Cl (4,6-dichloropyrimidine). The solvent is O (water), O (water). Reaction conditions: temperature 80 celsius, time 12 hour. Product: ClC1=NC=NC(=C1)C1=C(C(=CC=C1)F)F (4-chloro-6-(2,3-difluorophenyl)pyrimidine). Isolated yield 42.0%. Reaction SMILES: [F:1][C:2]1[C:7]([F:8])=[CH:6][CH:5]=[CH:4][C:3]=1B(O)O.COCCOC.[Cl:18][C:19]1[CH:24]=[C:23](Cl)[N:22]=[CH:21][N:20]=1>O>[Cl:18][C:19]1[CH:24]=[C:23]([C:3]2[CH:4]=[CH:5][CH:6]=[C:7]([F:8])[C:2]=2[F:1])[N:22]=[CH:21][N:20]=1. Reported procedure: A reaction vessel was charged with 2.03 g of tetrakistriphenylphosphine palladium, 5.55 g of 2,3-difluorophenylboronic acid, and 14.9 g of tripotassium phosphate n-hydrate, to which 120 ml of 1,2-dimethoxyethane, 30 ml of water, and 5.20 g of 4,6-dichloropyrimidine were added, followed by stirring at 80° C. under an atmosphere of a nitrogen gas for 12 hours. The reaction mixture was then left for cooling to room temperature, and water was added to the reaction mixture, which was extracted with e... Starting materials: C(C)OC(C1=CC=C(C=C1)N1C=C(C(=C1)O)C#N)=O (4-(3-cyano-4-hydroxypyrrole-1-yl)benzoic acid ethyl ester), C(C1=CC=CC=C1)Br (benzylbromide), C([O-])([O-])=O.[Cs+].[Cs+] (cesium carbonate), O (water). The solvent is CN(C=O)C (N,N-dimethylformamide). Run at temperature 80 celsius, time 5 hour. Product: C(C)OC(C1=CC=C(C=C1)N1C=C(C(=C1)C#N)OCC1=CC=CC=C1)=O (4-(3-Benzyloxy-4-cyano-pyrrole-1-yl)benzoic acid ethyl ester). The yield is 22.8%. As a reaction SMILES: [CH2:1]([O:3][C:4](=[O:19])[C:5]1[CH:10]=[CH:9][C:8]([N:11]2[CH:15]=[C:14]([OH:16])[C:13]([C:17]#[N:18])=[CH:12]2)=[CH:7][CH:6]=1)[CH3:2].[CH2:20](Br)[C:21]1[CH:26]=[CH:25][CH:24]=[CH:23][CH:22]=1.C(=O)([O-])[O-].[Cs+].[Cs+].O>CN(C)C=O>[CH2:1]([O:3][C:4](=[O:19])[C:5]1[CH:6]=[CH:7][C:8]([N:11]2[CH:12]=[C:13]([C:17]#[N:18])[C:14]([O:16][CH2:20][C:21]3[CH:26]=[CH:25][CH:24]=[CH:23][CH:22]=3)=[CH:15]2)=[CH:9][CH:10]=1)[CH3:2] |f:2.3.4|. Procedure details: To a solution of 4-(3-cyano-4-methoxypyrrole-1-yl)benzoic acid ethyl ester (0.081 g) in dichloromethane (3 mL) was added boron tribromide (0.33 mL, 1 mol/L dichloromethane solution) under ice-cooling, and this mixture was stirred at same temperature for 2 hours. To this reaction mixture was added water, and this mixture was extracted with diethyl ether. This organic layer was washed with brine, dried over anhydrous magnesium sulfate. The solvent was removed under reduced pressure. The residue wa... The reactants are C1=CC=CC=2C3=CC=CC=C3C(C12)CO (9-fluorenmethanol), S(=O)(Cl)Cl (thionyl chloride), S(=O)(Cl)Cl (thionyl chloride). Conditions: time 30 minute. Product: C1=CC=CC=2C3=CC=CC=C3C(C12)CCl (9-fluorenylmethyl chloride). Yield: 70.0%. As a reaction SMILES: [CH:1]1[C:13]2[CH:12]([CH2:14]O)[C:11]3[C:6](=[CH:7][CH:8]=[CH:9][CH:10]=3)[C:5]=2[CH:4]=[CH:3][CH:2]=1.S(Cl)([Cl:18])=O>>[CH:1]1[C:13]2[CH:12]([CH2:14][Cl:18])[C:11]3[C:6](=[CH:7][CH:8]=[CH:9][CH:10]=3)[C:5]=2[CH:4]=[CH:3][CH:2]=1. Procedure: The precursor for Fm—S—Ph—CO2H, 9-fluorenylmethyl chloide (Fm—Cl) was synthesized as follows. A solution of 25.0 g of 9-fluorenmethanol (127 mmol, ALDRICH® Chemical Company was refluxed with 150 ml of thionyl chloride. for 30 minutes. The excess thionyl chloride was a removed by distillation and the residue distilled at reduced pressure, then crystallized from ethanol two times to afford 19.2 g of 9-fluorenylmethyl chloride (89.4 mmol, 70%) as a pale yellow solid. Starting materials: CC=1N(C(=C(C(C1C(=O)OCOC(C(C)(C)C)=O)C1=CC(=CC=C1)[N+](=O)[O-])C(=O)OCOC(C(C)(C)C)=O)C)COC (bis(pivaloyloxymethyl) 1,4-dihydro -2,6-dimethyl-1-methoxymethyl-4-(3-nitrophenyl) -3,5-pyridinedicarboxylate). The solvent is C(C)(C)OC(C)C (isopropyl ether), O (water). Run at time 72 hour. Product: CC=1N(C(=C([C@@H](C1C(=O)O)C1=CC(=CC=C1)[N+](=O)[O-])C(=O)OCOC(C(C)(C)C)=O)C)COC ((R)-1,4-dihydro-2,6-dimethyl-1-methoxymethyl -4-(3-nitrophenyl)-5-pivaloyloxymethoxycarbonyl -3-pyridinecarboxylic acid). The yield is 44.1%. RXN SMILES: [CH3:1][C:2]1[N:3]([CH2:40][O:41][CH3:42])[C:4]([CH3:39])=[C:5]([C:28]([O:30]COC(=O)C(C)(C)C)=[O:29])[CH:6]([C:19]2[CH:24]=[CH:23][CH:22]=[C:21]([N+:25]([O-:27])=[O:26])[CH:20]=2)[C:7]=1[C:8]([O:10][CH2:11][O:12][C:13](=[O:18])[C:14]([CH3:17])([CH3:16])[CH3:15])=[O:9]>C(OC(C)C)(C)C.O>[CH3:39][C:4]1[N:3]([CH2:40][O:41][CH3:42])[C:2]([CH3:1])=[C:7]([C:8]([O:10][CH2:11][O:12][C:13](=[O:18])[C:14]([CH3:15])([CH3:16])[CH3:17])=[O:9])[C@H:6]([C:19]2[CH:24]=[CH:23][CH:22]=[C:21]([N+:25]([O-:27])=[O:26])[CH:20]=2)[C:5]=1[C:28]([OH:30])=[O:29]. Procedure details: In 20 ml of isopropyl ether saturated with water was dissolved 590 mg of bis(pivaloyloxymethyl) 1,4-dihydro -2,6-dimethyl-1-methoxymethyl-4-(3-nitrophenyl) -3,5-pyridinedicarboxylate obtained in Example 1 or 2, and 200 mg of Lipase PS was added thereto, followed by stirring at room temperature for 72 hours. Any insoluble matter was removed by filtration and washed with dichloromethane. The filtrate was concentrated under reduced pressure, and the residue was purified by silica gel column chromat... Starting materials: BrC1=C(C=NC2=C(C=CC=C12)Cl)C (4-bromo-8-chloro-3-methyl-quinoline), OC=1C=C(C=CC1)B(O)O (3-hydroxyphenyl boronic acid). The product is C(C1=CC=CC=C1)C=1C=NC2=C(C=CC=C2C1C=1C=C(C=CC1)O)Cl (3-(3-BENZYL-8-CHLOROQUINOLIN-4-YL)PHENOL). Reaction SMILES: Br[C:2]1[C:11]2[C:6](=[C:7]([Cl:12])[CH:8]=[CH:9][CH:10]=2)[N:5]=[CH:4][C:3]=1[CH3:13].[OH:14][C:15]1[CH:16]=[C:17](B(O)O)[CH:18]=[CH:19][CH:20]=1>>[CH2:13]([C:3]1[CH:4]=[N:5][C:6]2[C:11]([C:2]=1[C:19]1[CH:20]=[C:15]([OH:14])[CH:16]=[CH:17][CH:18]=1)=[CH:10][CH:9]=[CH:8][C:7]=2[Cl:12])[C:6]1[CH:11]=[CH:10][CH:9]=[CH:8][CH:7]=1. Reported procedure: The title compound was prepared from 4-bromo-8-chloro-3-methyl-quinoline and 3-hydroxyphenyl boronic acid according to the procedure of Example 1. MS (ES) m/z 343.9. Starting materials: O=CCCC(=CCOC1=CC2=C(CCO2)C=C1)C (6-[(6-oxo-3-methyl-2-hexenyl)-oxy]-2,3-dihydrobenzofuran), C(C)OCC (diethyl ether), C(C)(C)(C)[Li] (tertbutyl lithium). Solvent: CCCCC (pentane). The product is OC(CCC(=CCOC1=CC2=C(CCO2)C=C1)C)C(C)(C)C (6-[(6-hydroxy-3,7,7-trimethyl-2-octenyl)-oxy]-2,3-dihydrobenzofuran). Reaction SMILES: [O:1]=[CH:2][CH2:3][CH2:4][C:5]([CH3:18])=[CH:6][CH2:7][O:8][C:9]1[CH:17]=[CH:16][C:12]2[CH2:13][CH2:14][O:15][C:11]=2[CH:10]=1.C(OCC)C.[C:24]([Li])([CH3:27])([CH3:26])[CH3:25]>CCCCC>[OH:1][CH:2]([C:24]([CH3:27])([CH3:26])[CH3:25])[CH2:3][CH2:4][C:5]([CH3:18])=[CH:6][CH2:7][O:8][C:9]1[CH:17]=[CH:16][C:12]2[CH2:13][CH2:14][O:15][C:11]=2[CH:10]=1. Procedure: 1.94 g. of 6-[(6-oxo-3-methyl-2-hexenyl)-oxy]-2,3-dihydrobenzofuran are dissolved in 80 ml. of absolute diethyl ether and treated dropwise at 0° C. under nitrogen over a period of 20 minutes with 5 ml. of a 2-M solution of tertbutyl lithium in pentane. The mixture is then poured into ice-cold saturated aqueous ammonium chloride solution and extracted twice with diethyl ether. The extracts are dried over sodium sulfate and evaporated. There is obtained crude 6-[(6-hydroxy-3,7,7-trimethyl-2-octeny... Reactants: FC1=CC=C(N)C=C1 (4-fluoroaniline), C(C(=O)[C@H]([C@@H](C(=O)CO)O)O)O (5-keto-D-fructose), [BH3-]C#N.[Na+] (NaCNBH3). Reaction conditions: time 8 hour. The product is FC1=CC=C(C=C1)N1[C@]2(CO)[C@@H](O)[C@H](O)[C@]1(O2)CO (N-(4-Fluorophenyl)-2,5-anhydro-2,5-imino-D-glucitol). Isolated yield 6.7%. As a reaction SMILES: [F:1][C:2]1[CH:8]=[CH:7][C:5]([NH2:6])=[CH:4][CH:3]=1.[CH2:9]([OH:20])[C:10]([C@@H:12]([OH:19])[C@H:13]([OH:18])[C:14]([CH2:16][OH:17])=[O:15])=O.[BH3-]C#N.[Na+]>>[F:1][C:2]1[CH:8]=[CH:7][C:5]([N:6]2[C@:14]3([CH2:16][OH:17])[O:15][C@:10]2([C@H:12]([C@@H:13]3[OH:18])[OH:19])[CH2:9][OH:20])=[CH:4][CH:3]=1 |f:2.3|. Reported procedure: A solution of 4-fluoroaniline (30 g, 0.27 mol) and 15.46 mL of HOAC in 100 mL of MEOH was added to 5-keto-D-fructose (57.7 g, 0.324 mol) in 350 mL of MEOH. To this suspension was added 32 g of NaCNBH3 (0.5 mol). The tan mixture was heated at reflux. After reacting overnight, the solution was cooled, the MeOH was largely evaporated and the residue was dissolved in ca. 200 ml. of water and treated with ca. 500 mL of Dowex 50W-X8 cation exchange resin. After stirring for 2 h, the resin and solution... The reactants are O=S(=O)(Cl)c1ccc(Cl)cc1, NCCCCCCC(=O)O, [Na+], [OH-]. Yields the product O=C(O)CCCCCCNS(=O)(=O)c1ccc(Cl)cc1. As a reaction SMILES: [Cl:11][c:12]1[cH:13][cH:14][c:15]([S:18](=[O:19])(=[O:20])[Cl:21])[cH:16][cH:17]1.[NH2:1][CH2:2][CH2:3][CH2:4][CH2:5][CH2:6][CH2:7][C:8](=[O:9])[OH:10].[Na+:23].[OH-:22]>>[NH:1]([CH2:2][CH2:3][CH2:4][CH2:5][CH2:6][CH2:7][C:8](=[O:9])[OH:10])[S:18]([c:15]1[cH:14][cH:13][c:12]([Cl:11])[cH:17][cH:16]1)(=[O:19])=[O:20].